Dataset: the Open Reaction Database (ORD), a public repository of structured organic reaction records. Task: describe an organic reaction: reactants, conditions, products, and yield The reactants are O=C([O-])O, CCNC(=O)c1ccc2cc(C(O)(c3cn(C(c4ccccc4)(c4ccccc4)c4ccccc4)cn3)C(C)C)ccc2c1, CO, [Cl-], [Na+], c1cc[nH+]cc1. The product is CCNC(=O)c1ccc2cc(C(O)(c3c[nH]cn3)C(C)C)ccc2c1. RXN SMILES: [C:52](=[O:53])([OH:54])[O-:55].[CH2:1]([CH3:2])[NH:3][C:4](=[O:5])[c:6]1[cH:7][c:8]2[cH:9][cH:10][c:11]([C:16]([CH:17]([CH3:18])[CH3:19])([c:20]3[n:21][cH:22][n:23]([C:25]([c:26]4[cH:27][cH:28][cH:29][cH:30][cH:31]4)([c:32]4[cH:33][cH:34][cH:35][cH:36][cH:37]4)[c:38]4[cH:39][cH:40][cH:41][cH:42][cH:43]4)[cH:24]3)[OH:44])[cH:12][c:13]2[cH:14][cH:15]1.[CH3:57][OH:58].[Cl-:45].[Na+:56].[nH+:46]1[cH:47][cH:48][cH:49][cH:50][cH:51]1>>[CH2:1]([CH3:2])[NH:3][C:4](=[O:5])[c:6]1[cH:7][c:8]2[cH:9][cH:10][c:11]([C:16]([CH:17]([CH3:18])[CH3:19])([c:20]3[n:21][cH:22][nH:23][cH:24]3)[OH:44])[cH:12][c:13]2[cH:14][cH:15]1.